This data is from the Open Reaction Database (ORD), a public repository of structured organic reaction records. The task is: describe an organic reaction: reactants, conditions, products, and yield Reactants: CO, [K+], [OH-], O, COC(=O)C1=CC2=CCC3C(CCC4(C)C(C(=O)NC(c5ccccc5)c5ccccc5)CCC34)C2(C)CC1. The product is CC12CCC(C(=O)O)=CC1=CCC1C2CCC2(C)C(C(=O)NC(c3ccccc3)c3ccccc3)CCC12. As a reaction SMILES: [CH3:43][OH:44].[K+:3].[OH-:2].[OH2:1].[c:4]1([CH:10]([NH:11][C:12](=[O:13])[CH:14]2[C:15]3([CH3:16])[CH:17]([CH2:18][CH2:19]2)[CH:20]2[CH2:21][CH:22]=[C:23]4[CH:24]=[C:25]([C:33](=[O:34])[O:35][CH3:36])[CH2:26][CH2:27][C:28]4([CH3:29])[CH:30]2[CH2:31][CH2:32]3)[c:37]2[cH:38][cH:39][cH:40][cH:41][cH:42]2)[cH:5][cH:6][cH:7][cH:8][cH:9]1>>[c:4]1([CH:10]([NH:11][C:12](=[O:13])[CH:14]2[C:15]3([CH3:16])[CH:17]([CH2:18][CH2:19]2)[CH:20]2[CH2:21][CH:22]=[C:23]4[CH:24]=[C:25]([C:33](=[O:34])[OH:35])[CH2:26][CH2:27][C:28]4([CH3:29])[CH:30]2[CH2:31][CH2:32]3)[c:37]2[cH:38][cH:39][cH:40][cH:41][cH:42]2)[cH:5][cH:6][cH:7][cH:8][cH:9]1.